From a dataset of the Open Reaction Database (ORD), a public repository of structured organic reaction records. describe an organic reaction: reactants, conditions, products, and yield Starting materials: BrC=1C=C(C=CC1)N1C=C(C(C2=CC=CN=C12)=O)C(=O)OCC (Ethyl 1-(3-bromophenyl)-1,4-dihydro[1,8]naphthyridin-4-one-3-carboxylate), [OH-].[Na+] (sodium hydroxide), Cl (HCl). The solvent is O (water), O1C(CCC1)CO (tetrahydrofuran-methanol). Reaction conditions: time 20 minute. Yields the product BrC=1C=C(C=CC1)N1C=C(C(C2=CC=CN=C12)=O)C(=O)O (1-(3-Bromophenyl)-1,4-dihydro[1,8]naphthyridin-4-one-3-carboxylic acid). As a reaction SMILES: [Br:1][C:2]1[CH:3]=[C:4]([N:8]2[C:17]3[C:12](=[CH:13][CH:14]=[CH:15][N:16]=3)[C:11](=[O:18])[C:10]([C:19]([O:21]CC)=[O:20])=[CH:9]2)[CH:5]=[CH:6][CH:7]=1.[OH-].[Na+].Cl>O1CCCC1CO.O>[Br:1][C:2]1[CH:3]=[C:4]([N:8]2[C:17]3[C:12](=[CH:13][CH:14]=[CH:15][N:16]=3)[C:11](=[O:18])[C:10]([C:19]([OH:21])=[O:20])=[CH:9]2)[CH:5]=[CH:6][CH:7]=1 |f:1.2|. Procedure details: A suspension of ethyl 1-(3-bromophenyl)-1,4-dihydro[1,8]naphthyridin-4-one-3-carboxylate from Step 2 (1 eq) in a mixture of tetrahydrofuran-methanol (0.15M) and 1N aqueous sodium hydroxide (2 eq) was heated at ca 50° C. with stirring for 20 minutes. After cooling, the mixture was diluted with water and acidified with 1N aqueous HCl. After stirring for 45 minutes, the precipitate was filtered, washed well with water and dried to afford the title acid as a cream-colored solid.